Dataset: the Open Reaction Database (ORD), a public repository of structured organic reaction records. Task: describe an organic reaction: reactants, conditions, products, and yield Reactants: COC1=CC=C(CN(C2=NC(=NC(=N2)C)C=2C(=NC=CC2)NC=2C=CC(=NC2)N)CC2=CC=C(C=C2)OC)C=C1 (N5-(3-(4-(bis(4-methoxybenzyl)amino)-6-methyl-1,3,5-triazin-2-yl)pyridin-2-yl)pyridine-2,5-diamine), N(=C=O)C(C)C (2-isocyanatopropane). The solvent is C1CCOC1 (THF). Run at time 8 hour. Product: COC1=CC=C(CN(C2=NC(=NC(=N2)C)C=2C(=NC=CC2)NC=2C=CC(=NC2)NC(=O)NC(C)C)CC2=CC=C(C=C2)OC)C=C1 (1-(5-(3-(4-(bis(4-methoxybenzyl)amino)-6-methyl-1,3,5-triazin-2-yl)pyridin-2-ylamino)pyridin-2-yl)-3-isopropylurea). The yield is 72.3%. RXN SMILES: [CH3:1][O:2][C:3]1[CH:40]=[CH:39][C:6]([CH2:7][N:8]([CH2:30][C:31]2[CH:36]=[CH:35][C:34]([O:37][CH3:38])=[CH:33][CH:32]=2)[C:9]2[N:14]=[C:13]([CH3:15])[N:12]=[C:11]([C:16]3[C:17]([NH:22][C:23]4[CH:24]=[CH:25][C:26]([NH2:29])=[N:27][CH:28]=4)=[N:18][CH:19]=[CH:20][CH:21]=3)[N:10]=2)=[CH:5][CH:4]=1.[N:41]([CH:44]([CH3:46])[CH3:45])=[C:42]=[O:43]>C1COCC1>[CH3:1][O:2][C:3]1[CH:4]=[CH:5][C:6]([CH2:7][N:8]([CH2:30][C:31]2[CH:32]=[CH:33][C:34]([O:37][CH3:38])=[CH:35][CH:36]=2)[C:9]2[N:14]=[C:13]([CH3:15])[N:12]=[C:11]([C:16]3[C:17]([NH:22][C:23]4[CH:24]=[CH:25][C:26]([NH:29][C:42]([NH:41][CH:44]([CH3:46])[CH3:45])=[O:43])=[N:27][CH:28]=4)=[N:18][CH:19]=[CH:20][CH:21]=3)[N:10]=2)=[CH:39][CH:40]=1. Reported procedure: A stirred solution of N5-(3-(4-(bis(4-methoxybenzyl)amino)-6-methyl-1,3,5-triazin-2-yl)pyridin-2-yl)pyridine-2,5-diamine (Example 190, Step 4, 0.124 g, 0.233 mmol) in THF (2 mL) was treated with 2-isocyanatopropane (Aldrich) (0.046 mL, 0.465 mmol) and the yellow solution was stirred at rt overnight. The mixture was concentrated and the crude product was purified by silica gel chromatography (25 g, eluent: iPrOH (w/10% NH4OH) in CHCl3 0%-7.5%) to give 1-(5-(3-(4-(bis(4-methoxybenzyl)amino)-6-meth... Starting materials: OCC(C(=O)O)(C)CO (2,2-bis-hydroxymethyl propionic acid), C(C)(=O)O (acetic acid), C(C)(=O)OC(C)=O (acetic acid anhydride). The solvent is petroleum ether. The product is C(C)(=O)OCC(C(=O)O)(C)COC(C)=O (2,2-bis-acetoxymethyl propionic acid). As a reaction SMILES: [OH:1][CH2:2][C:3]([CH2:8][OH:9])([CH3:7])[C:4]([OH:6])=[O:5].[C:10](OC(=O)C)(=[O:12])[CH3:11].[C:17](O)(=[O:19])[CH3:18]>>[C:10]([O:1][CH2:2][C:3]([CH2:8][O:9][C:17](=[O:19])[CH3:18])([CH3:7])[C:4]([OH:6])=[O:5])(=[O:12])[CH3:11]. Procedure: 268 g (2 moles) of 2,2-bis-hydroxymethyl propionic acid are refluxed for 10 hours in 800 ml of glacial acetic acid and 416 ml (4.4 moles) of acetic acid anhydride. The reaction solution is freed from the solvent in vacuo. The oily residue is stirred with 1500 ml of petroleum ether, the carboxylic acid ester is crystallizing out. It is filtered off under suction and washed with petroleum ether. Yield 420 g (96% of the theoretical); Mp. 85° C. Starting materials: [Li]CCCC (nBuLi), BrC1=CC=C(C=C1)Cl (4-Bromochlorobenzene), C(CCC)[Sn](CCCC)(CCCC)Cl (Tributyltinchloride). The solvent is C1CCOC1 (THF). Run at temperature -78 celsius, time 30 minute. Yields the product ClC1=CC=C(C=C1)[Sn](CCCC)(CCCC)CCCC (p-Chlorotributylphenyltin). Isolated yield 97.0%. As a reaction SMILES: Br[C:2]1[CH:7]=[CH:6][C:5]([Cl:8])=[CH:4][CH:3]=1.[Li]CCCC.[CH2:14]([Sn:18](Cl)([CH2:23][CH2:24][CH2:25][CH3:26])[CH2:19][CH2:20][CH2:21][CH3:22])[CH2:15][CH2:16][CH3:17]>C1COCC1>[Cl:8][C:5]1[CH:6]=[CH:7][C:2]([Sn:18]([CH2:19][CH2:20][CH2:21][CH3:22])([CH2:23][CH2:24][CH2:25][CH3:26])[CH2:14][CH2:15][CH2:16][CH3:17])=[CH:3][CH:4]=1. Procedure: 4-Bromochlorobenzene (3.2 g, 16.62 mmol) was dissolved in dry THF (20 mL). After bringing the reaction temperature down to -78° C. with an acetone/dry ice bath, nBuLi (15.58 mL, 1.6M, 1.5 equiv.) was added slowly and stirred at -78° C. for 30 min. Tributyltinchloride (6.77 mL, 1.5 equiv.) was added and stirred overnight while bringing the reaction to room temperature. Reaction mixture was quenched by stirring the reaction flask open in air for 1 hour after which THF was rotavaporated off. Produc... Reactants: C(#N)C1=CC=C(C2=CC=CC=C12)CC(=O)O ((4-cyanonaphthalen-1-yl)acetic acid). The solvent is C1CCOC1 (THF). Conditions: time 3 hour. Yields the product OCCC1=CC=C(C2=CC=CC=C12)C#N (4-(2-hydroxyethyl)naphthalene-1-carbonitrile). As a reaction SMILES: [C:1]([C:3]1[C:12]2[C:7](=[CH:8][CH:9]=[CH:10][CH:11]=2)[C:6]([CH2:13][C:14](O)=[O:15])=[CH:5][CH:4]=1)#[N:2]>C1COCC1>[OH:15][CH2:14][CH2:13][C:6]1[C:7]2[C:12](=[CH:11][CH:10]=[CH:9][CH:8]=2)[C:3]([C:1]#[N:2])=[CH:4][CH:5]=1. Reported procedure: A suspension of (4-cyanonaphthalen-1-yl)acetic acid (100 mg, 0.47 mmol) in THF (6 mL) was treated with borane dimethyl sulfide complex (2M, 0.47 mL, 0.94 mmol) and the reaction was stirred for 3 hours at room temperature. The reaction was quenched with methanol and the mixture was partitioned with ethyl acetate and 2N HCl/water. The aqueous was extracted again with ethyl acetate and the organic layers were washed with brine, dried over sodium sulfate and evaporated. The residue was purified on a... The reactants are CC(=O)OO (LCAP), ClC1=CC=C(C/C(=C(\C)/NC(C(C)(OC2=NC=C(C=C2)C(F)(F)F)C)=O)/C=2C=C(C(=O)N)C=CC2)C=C1 (3-{(1 Z)-1-(4-chlorobenzyl)-2-[(2-methyl-2-{[5-(trifluoromethyl)pyridin-2-yl]oxy}propanoyl)amino]-prop-1-en-1-yl}benzamide), stainless steel, C(C[*:2])[*:1] (polyethylene). Solvent: C(C)(C)O (isopropanol). Reaction conditions: temperature 40 celsius, time 18 hour. The product is ClC1=CC=C(C[C@H]([C@H](C)NC(C(C)(OC2=NC=C(C=C2)C(F)(F)F)C)=O)C=2C=C(C(=O)N)C=CC2)C=C1 (3-{(1S,2S)-1-(4-chlorobenzyl)-2-[(2-methyl-2-{[5-(trifluoromethyl)pyridine-2-yl]oxy}propanoyl)amino]-propyl}benzamide). RXN SMILES: [Cl:1][C:2]1[CH:37]=[CH:36][C:5]([CH2:6]/[C:7](/[C:27]2[CH:28]=[C:29]([CH:33]=[CH:34][CH:35]=2)[C:30]([NH2:32])=[O:31])=[C:8](/[NH:10][C:11](=[O:26])[C:12]([CH3:25])([O:14][C:15]2[CH:20]=[CH:19][C:18]([C:21]([F:24])([F:23])[F:22])=[CH:17][N:16]=2)[CH3:13])\[CH3:9])=[CH:4][CH:3]=1.CC(OO)=O>C(O)(C)C>[Cl:1][C:2]1[CH:3]=[CH:4][C:5]([CH2:6][C@@H:7]([C:27]2[CH:28]=[C:29]([CH:33]=[CH:34][CH:35]=2)[C:30]([NH2:32])=[O:31])[C@@H:8]([NH:10][C:11](=[O:26])[C:12]([CH3:13])([O:14][C:15]2[CH:20]=[CH:19][C:18]([C:21]([F:24])([F:23])[F:22])=[CH:17][N:16]=2)[CH3:25])[CH3:9])=[CH:36][CH:37]=1. Procedure details: 3-{(1Z)-1-(4-chlorobenzyl)-2-[(2-methyl-2-{[5-(trifluoromethyl)pyridin-2-yl]oxy}propanoyl)amino]-prop-1-en-1-yl}benzamide (486 g, Example 15) was charged to a 5 L bottle, and isopropanol (3.3 L) was added to the bottle to create a slurry. The resulting slurry was transferred by vacuum through a polyethylene line into a 2 gallon stainless steel autoclave. The 5-L bottle was rinsed with 1 L of isopropanol and the rinse was also transferred into the 2 gallon autoclave. The autoclave was degassed wi...